This data is from the Open Reaction Database (ORD), a public repository of structured organic reaction records. The task is: describe an organic reaction: reactants, conditions, products, and yield Reactants: CC(C)(C)OC(=O)N1CCC(c2ccccc2Sc2c[nH]c3ccccc23)CC1, CCOCC, Cl, [Na+], O=C([O-])O. Yields the product c1ccc(C2CCNCC2)c(Sc2c[nH]c3ccccc23)c1. As a reaction SMILES: [C:2]([O:3][C:4](=[O:5])[N:9]1[CH2:10][CH2:11][CH:12]([c:15]2[c:16]([S:21][c:22]3[cH:23][nH:24][c:25]4[cH:26][cH:27][cH:28][cH:29][c:30]34)[cH:17][cH:18][cH:19][cH:20]2)[CH2:13][CH2:14]1)([CH3:6])([CH3:7])[CH3:8].[CH3:36][CH2:37][O:38][CH2:39][CH3:40].[ClH:1].[Na+:35].[O-:31][C:32]([OH:33])=[O:34]>>[NH:9]1[CH2:10][CH2:11][CH:12]([c:15]2[c:16]([S:21][c:22]3[cH:23][nH:24][c:25]4[cH:26][cH:27][cH:28][cH:29][c:30]34)[cH:17][cH:18][cH:19][cH:20]2)[CH2:13][CH2:14]1. The reactants are NNC(=S)NC1CC2C=CC1C2, O=Cc1ccc([N+](=O)[O-])o1. Yields the product O=[N+]([O-])c1ccc(C=NNC(=S)NC2CC3C=CC2C3)o1. As a reaction SMILES: [CH:1]12[CH:2]([NH:8][C:9](=[S:10])[NH:11][NH2:12])[CH2:3][CH:4]([CH:5]=[CH:6]1)[CH2:7]2.[N+:13](=[O:14])([O-:15])[c:16]1[cH:17][cH:18][c:19]([CH:21]=[O:22])[o:20]1>>[CH:1]12[CH:2]([NH:8][C:9](=[S:10])[NH:11][N:12]=[CH:21][c:19]3[cH:18][cH:17][c:16]([N+:13](=[O:14])[O-:15])[o:20]3)[CH2:3][CH:4]([CH:5]=[CH:6]1)[CH2:7]2. Starting materials: C(C)(C)(C)OC(NC1=C(C=C(C(=C1)C)C(F)(F)F)NC(CC(=O)C1=CC(=CC=C1)C1=CC(=NO1)C)=O)=O ((5-methyl-2-{3-[3-(3-methyl-isoxazol-5-yl)-phenyl]-3-oxo-propionylamino}-4-trifluoromethyl-phenyl)-carbamic acid tert-butyl ester), C(=O)(C(F)(F)F)O (TFA). Reaction SMILES: C(OC(=O)[NH:7][C:8]1[CH:13]=[C:12]([CH3:14])[C:11]([C:15]([F:18])([F:17])[F:16])=[CH:10][C:9]=1[NH:19][C:20](=[O:36])[CH2:21][C:22]([C:24]1[CH:29]=[CH:28][CH:27]=[C:26]([C:30]2[O:34][N:33]=[C:32]([CH3:35])[CH:31]=2)[CH:25]=1)=O)(C)(C)C.C(O)(C(F)(F)F)=O>C(Cl)Cl>[CH3:14][C:12]1[C:11]([C:15]([F:16])([F:18])[F:17])=[CH:10][C:9]2[NH:19][C:20](=[O:36])[CH2:21][C:22]([C:24]3[CH:29]=[CH:28][CH:27]=[C:26]([C:30]4[O:34][N:33]=[C:32]([CH3:35])[CH:31]=4)[CH:25]=3)=[N:7][C:8]=2[CH:13]=1. Yields the product CC1=CC2=C(NC(CC(=N2)C2=CC(=CC=C2)C2=CC(=NO2)C)=O)C=C1C(F)(F)F (7-Methyl-4-[3-(3-methyl-isoxazol-5-yl)-phenyl]-8-trifluoromethyl-1,3-dihydro-benzo[b][1,4]diazepin-2-one), solid. Procedure details: The title compound was prepared from (5-methyl-2-{3-[3-(3-methyl-isoxazol-5-yl)-phenyl]-3-oxo-propionylamino}-4-trifluoromethyl-phenyl)-carbamic acid tert-butyl ester (Example M47) (0.23 g, 0.44 mmol) by treatment with TFA in CH2Cl2 according to the general procedure N. Obtained as an off-white solid (157 mg, 88%). Isolated yield 88.0%. Solvent: C(Cl)Cl (CH2Cl2). The reactants are C(C)O (ethanol), C1(=CC=CC=C1)C(C(=O)O)C(=O)O (Phenylmalonic acid), S(=O)(Cl)Cl (thionyl chloride). The reagents and catalysts are CN(C=O)C (N,N-dimethylformamide). Run in CCOCC (ether). Yields the product C1(=CC=CC=C1)C(C(=O)OCC)C(=O)O (ethyl hydrogen phenylmalonate). As a reaction SMILES: [C:1]1([CH:7]([C:11]([OH:13])=[O:12])[C:8]([OH:10])=[O:9])[CH:6]=[CH:5][CH:4]=[CH:3][CH:2]=1.S(Cl)(Cl)=O.[CH2:18](O)[CH3:19]>CCOCC.CN(C)C=O>[C:1]1([CH:7]([C:11]([OH:13])=[O:12])[C:8]([O:10][CH2:18][CH3:19])=[O:9])[CH:2]=[CH:3][CH:4]=[CH:5][CH:6]=1. Procedure details: Phenylmalonic acid (13.5 g, 0.07 mol) in dry ether (40 mL) was treated with thionyl chloride (8.92 g, 5.4 mL, 0.07 mol) and one drop of N,N-dimethylformamide. The mixture was heated at 40°-50° C. for 3 hours. The clear solution was evaporated under reduced pressure to remove any residual thionyl chloride. The oily residue was redissolved in dry ether (40 mL), the solution was treated with ethanol (0.075 mol, 4.1 mL) and refluxed for 2 hours. The reaction mixture was cooled to room temperature an... Starting materials: CCN(C(C)C)C(C)C (DIEA), FC1=C(C=C(C=C1)NC(=O)N1C=CC2=CC(=CC=C12)OC1=NC=NC(=C1)CN)C(F)(F)F (5-(6-Aminomethyl-pyrimidin-4-yloxy)-indole-1-carboxylic acid (4-fluoro-3-trifluoromethyl-phenyl)-amide), BrCCCC(=O)Cl (4-bromo-butyryl chloride). The solvent is C(C)(=O)OCC (ethyl acetate), C(Cl)Cl (DCM). Run at time 30 minute. Yields the product FC1=C(C=C(C=C1)NC(=O)N1C=CC2=CC(=CC=C12)OC1=NC=NC(=C1)CNC(CCCBr)=O)C(F)(F)F (5-{6-[(4-Bromo-butyrylamino)-methyl]-pyrimidin-4-yloxy}-indole-1-carboxylic acid (4-fluoro-3-trifluoromethyl-phenyl)-amide). As a reaction SMILES: [F:1][C:2]1[CH:7]=[CH:6][C:5]([NH:8][C:9]([N:11]2[C:19]3[C:14](=[CH:15][C:16]([O:20][C:21]4[CH:26]=[C:25]([CH2:27][NH2:28])[N:24]=[CH:23][N:22]=4)=[CH:17][CH:18]=3)[CH:13]=[CH:12]2)=[O:10])=[CH:4][C:3]=1[C:29]([F:32])([F:31])[F:30].CCN(C(C)C)C(C)C.[Br:42][CH2:43][CH2:44][CH2:45][C:46](Cl)=[O:47]>C(Cl)Cl.C(OCC)(=O)C>[F:1][C:2]1[CH:7]=[CH:6][C:5]([NH:8][C:9]([N:11]2[C:19]3[C:14](=[CH:15][C:16]([O:20][C:21]4[CH:26]=[C:25]([CH2:27][NH:28][C:46](=[O:47])[CH2:45][CH2:44][CH2:43][Br:42])[N:24]=[CH:23][N:22]=4)=[CH:17][CH:18]=3)[CH:13]=[CH:12]2)=[O:10])=[CH:4][C:3]=1[C:29]([F:30])([F:31])[F:32]. Reported procedure: 5-(6-Aminomethyl-pyrimidin-4-yloxy)-indole-1-carboxylic acid (4-fluoro-3-trifluoromethyl-phenyl)-amide (52.5 mg, 0.117 mmol) is dissolved in DCM (5 mL) at 0° C. DIEA (0.025 mL, 0.143 mmol) is added followed by 4-bromo-butyryl chloride (0.020 mL, 0.172 mmol). The reaction is stirred for 30 min before being diluted with ethyl acetate and washed with water. The organic layer is removed, dried, and concentrated to provide the title compound. MS (ESI) m/z 595.6 (M+1). The reactants are dialkadienyl ethers, alkadiene, O (water), alkatrienes, alkadiene, alkadienols, C=CC=C (1,3-butadiene), esters, alkadienol, carboxylic acids. Yields the product C(C=CCCCC=C)O (octa-2,7-diene-1-ol), C=CC(CCCC=C)O (octa-1,7-diene-3-ol), esters. RXN SMILES: [CH2:1]=[CH:2][CH:3]=[CH2:4].[OH2:5]>>[CH2:1]([OH:5])[CH:2]=[CH:3][CH2:4][CH2:4][CH2:3][CH:2]=[CH2:1].[CH2:1]=[CH:2][CH:3]([OH:5])[CH2:4][CH2:4][CH2:3][CH:2]=[CH2:1]. Procedure details: In the present invention, a conjugated alkadiene and water are reacted under the above-described reaction conditions to produce an alkadienol. In the reaction solution produced by this reaction (which is called "produced solution" hereinafter), there are contained the catalyst, an alkadienol which is the objective reaction product, the by-products such as alkatrienes, dialkadienyl ethers, organic carboxylic acids and esters, solvent, unreacted conjugated alkadiene and water. In case of using 1,3... The reactants are ClC1=NC=CC(=C1)OC=1C=NC(=CC1)[N+](=O)[O-] (2-chloro-4-((6-nitropyridin-3-yl)oxy)pyridine), C(=O)([O-])[O-].[K+].[K+] (K2CO3), FC(C1=NC=CC(=C1)B(O)O)(F)F (2-(trifluoromethyl)pyridine-4-boronic acid). The reagents and catalysts are C=1C=CC(=CC1)[P](C=2C=CC=CC2)(C=3C=CC=CC3)[Pd]([P](C=4C=CC=CC4)(C=5C=CC=CC5)C=6C=CC=CC6)([P](C=7C=CC=CC7)(C=8C=CC=CC8)C=9C=CC=CC9)[P](C=1C=CC=CC1)(C=1C=CC=CC1)C=1C=CC=CC1 (Pd(PPh3)4). Solvent: O1CCOCC1 (dioxane), O (water). Reaction conditions: temperature 90 celsius. Product: [N+](=O)([O-])C1=CC=C(C=N1)OC1=CC(=NC=C1)C1=CC(=NC=C1)C(F)(F)F (4-((6-nitropyridin-3-yl)oxy)-2′-(trifluoromethyl)-2,4′-bipyridine). The yield is 77.2%. As a reaction SMILES: Cl[C:2]1[CH:7]=[C:6]([O:8][C:9]2[CH:10]=[N:11][C:12]([N+:15]([O-:17])=[O:16])=[CH:13][CH:14]=2)[CH:5]=[CH:4][N:3]=1.C([O-])([O-])=O.[K+].[K+].[F:24][C:25]([F:36])([F:35])[C:26]1[CH:31]=[C:30](B(O)O)[CH:29]=[CH:28][N:27]=1>O1CCOCC1.O.C1C=CC([P]([Pd]([P](C2C=CC=CC=2)(C2C=CC=CC=2)C2C=CC=CC=2)([P](C2C=CC=CC=2)(C2C=CC=CC=2)C2C=CC=CC=2)[P](C2C=CC=CC=2)(C2C=CC=CC=2)C2C=CC=CC=2)(C2C=CC=CC=2)C2C=CC=CC=2)=CC=1>[N+:15]([C:12]1[N:11]=[CH:10][C:9]([O:8][C:6]2[CH:5]=[CH:4][N:3]=[C:2]([C:30]3[CH:29]=[CH:28][N:27]=[C:26]([C:25]([F:36])([F:35])[F:24])[CH:31]=3)[CH:7]=2)=[CH:14][CH:13]=1)([O-:17])=[O:16] |f:1.2.3,^1:47,49,68,87|. Procedure details: A suspension of Example A1 (0.125 g, 0.497 mmol), Pd(PPh3)4 (0.029 g, 0.025 mmol), K2CO3 (0.275 g, 1.987 mmol) and 2-(trifluoromethyl)pyridine-4-boronic acid (0.104 g, 0.546 mmol) in dioxane (6 mL) and water (1.5 mL) was sparged with Ar and heated at 90° C. overnight. The mixture was cooled to RT, treated with satd. NaHCO3 and EtOAc and the solids were removed via filtration through diatomaceous earth. The layers of the filtrate were separated, the aqueous layer extracted with EtOAc (3×) and the... Reactants: [OH-].[Na+] (NaOH), N1=CC=CC=C1 (pyridine), COCC(=O)Cl (methoxyacetyl chloride), NC1=C(C=CC(=N1)C1=NC=CC=C1Cl)C(=O)N (6-amino-3′-chloro-[2,2′]bipyridinyl-5-carboxylic acid amide). The solvent is C1CCOC1 (THF). Reaction conditions: time 8 hour. Yields the product ClC=1C(=NC=CC1)C=1C=CC2=C(N=C(NC2=O)COC)N1 (7-(3-chloro-pyridin-2-yl)-2-methoxymethyl-3H-pyrido[2,3-d]pyrimidin-4-one). As a reaction SMILES: [NH2:1][C:2]1[N:7]=[C:6]([C:8]2[C:13]([Cl:14])=[CH:12][CH:11]=[CH:10][N:9]=2)[CH:5]=[CH:4][C:3]=1[C:15]([NH2:17])=[O:16].N1C=CC=CC=1.[CH3:24][O:25][CH2:26][C:27](Cl)=O.[OH-].[Na+]>C1COCC1>[Cl:14][C:13]1[C:8]([C:6]2[CH:5]=[CH:4][C:3]3[C:15](=[O:16])[NH:17][C:27]([CH2:26][O:25][CH3:24])=[N:1][C:2]=3[N:7]=2)=[N:9][CH:10]=[CH:11][CH:12]=1 |f:3.4|. Procedure: Dissolve 6-amino-3′-chloro-[2,2′]bipyridinyl-5-carboxylic acid amide (0.5 g, 2.02 mmol) in anhydrous THF (10 mL) under N2 atmosphere. Add drop wise pyridine (0.36 g, 4.04 mmol) and methoxyacetyl chloride (0.48 g, 4.04 mmol) to the reaction mixture and stir at room temperature overnight. Add 10% aq. NaOH (10 mL) and reflux for 4 hours. Concentrate in vacuum, adjust the pH to 6.0 using AcOH, collect the solid by filtration and dry under vacuum to give 7-(3-chloro-pyridin-2-yl)-2-methoxymethyl-3H-p... The reactants are [Cl-].[NH4+] (ammonium chloride), FCCC1=C(C=C(C=C1)NC(=O)NC1=CC=C(C=C1)OC1=C2C(=NC=C1)NN=C2)C(F)(F)F (1-[4-(2-Fluoroethyl)-3-(trifluoromethyl)phenyl]-3-[4-(1H-pyrazolo[3,4-b]pyridin-4-yloxy)phenyl]urea), IC (iodomethane), [H-].[Na+] (sodium hydride). The solvent is CN(C)C=O (DMF). Conditions: time 0.5 hour. The product is FCCC1=C(C=C(C=C1)NC(=O)NC1=CC=C(C=C1)OC1=C2C(=NC=C1)N(N=C2)C)C(F)(F)F (1-[4-(2-fluoro-ethyl)-3-trifluoromethyl-phenyl]-3-[4-(1-methyl-1H-pyrazolo[3,4-b]pyridin-4-yloxy)phenyl]urea). The yield is 50.0%. As a reaction SMILES: [F:1][CH2:2][CH2:3][C:4]1[CH:9]=[CH:8][C:7]([NH:10][C:11]([NH:13][C:14]2[CH:19]=[CH:18][C:17]([O:20][C:21]3[CH:26]=[CH:25][N:24]=[C:23]4[NH:27][N:28]=[CH:29][C:22]=34)=[CH:16][CH:15]=2)=[O:12])=[CH:6][C:5]=1[C:30]([F:33])([F:32])[F:31].[H-].[Na+].I[CH3:37].[Cl-].[NH4+]>CN(C=O)C>[F:1][CH2:2][CH2:3][C:4]1[CH:9]=[CH:8][C:7]([NH:10][C:11]([NH:13][C:14]2[CH:15]=[CH:16][C:17]([O:20][C:21]3[CH:26]=[CH:25][N:24]=[C:23]4[N:27]([CH3:37])[N:28]=[CH:29][C:22]=34)=[CH:18][CH:19]=2)=[O:12])=[CH:6][C:5]=1[C:30]([F:33])([F:32])[F:31] |f:1.2,4.5|. Reported procedure: 1-[4-(2-Fluoroethyl)-3-(trifluoromethyl)phenyl]-3-[4-(1H-pyrazolo[3,4-b]pyridin-4-yloxy)phenyl]urea (92 mg, 0.2 mmol) was dissolved in DMF (1 mL), and sodium hydride (60%, 8 mg) was added thereto. The resulting mixture was stirred under nitrogen atmosphere at room temperature for 0.5 hours, and then iodomethane (18 μL) was added thereto. The mixture was further stirred overnight, and a saturated ammonium chloride aqueous solution was added thereto to quench the reaction. The reaction solution wa... Reactants: O=C([O-])O, COC(=O)C(c1ccccc1Cl)N1Cc2ccsc2C(O)C1, CC#N, C[Si](C)(C)Cl, [I-], [Na+], [Na+], O=S(=O)(O)O. The product is COC(=O)C(c1ccccc1Cl)N1CCc2sccc2C1. As a reaction SMILES: [C:35](=[O:36])([OH:37])[O-:38].[CH3:13][O:14][C:15]([CH:16]([N:17]1[CH2:18][c:19]2[c:20]([s:24][cH:25][cH:26]2)[CH:21]([OH:23])[CH2:22]1)[c:27]1[c:28]([Cl:33])[cH:29][cH:30][cH:31][cH:32]1)=[O:34].[CH3:40][C:41]#[N:42].[Cl:3][Si:4]([CH3:5])([CH3:6])[CH3:7].[I-:2].[Na+:1].[Na+:39].[S:8](=[O:9])(=[O:10])([OH:11])[OH:12]>>[CH3:13][O:14][C:15]([CH:16]([N:17]1[CH2:18][c:19]2[c:20]([s:24][cH:25][cH:26]2)[CH2:21][CH2:22]1)[c:27]1[c:28]([Cl:33])[cH:29][cH:30][cH:31][cH:32]1)=[O:34].